This data is from the Open Reaction Database (ORD), a public repository of structured organic reaction records. The task is: describe an organic reaction: reactants, conditions, products, and yield The reactants are CC(=O)Nc1ccc(S(=O)(=O)Cl)cc1C(F)(F)F, O=[N+]([O-])O, O=S(=O)(O)O. Product: CC(=O)Nc1c([N+](=O)[O-])cc(S(=O)(=O)Cl)cc1C(F)(F)F. RXN SMILES: [C:1]([CH3:2])(=[O:3])[NH:4][c:5]1[c:6]([C:15]([F:16])([F:17])[F:18])[cH:7][c:8]([S:11](=[O:12])(=[O:13])[Cl:14])[cH:9][cH:10]1.[OH:24][N+:25]([O-:26])=[O:27].[S:19](=[O:20])(=[O:21])([OH:22])[OH:23]>>[C:1]([CH3:2])(=[O:3])[NH:4][c:5]1[c:6]([C:15]([F:16])([F:17])[F:18])[cH:7][c:8]([S:11](=[O:12])(=[O:13])[Cl:14])[cH:9][c:10]1[N+:25](=[O:24])[O-:26]. Reactants: C1(=CC=CC=C1)C(O)(C1CCNCC1)C1=CC=C(C=C1)Cl (α-phenyl-α-(p-chlorophenyl)-4-piperidinemethanol), C(C)(C)(C)C1=CC=C(C=C1)C(CCCCl)=O (4'-tert-butyl-4-chlorobutyrophenone), C([O-])(O)=O.[K+] (potassium bicarbonate), [I-].[K+] (potassium iodide). Run in O (water), C1(=CC=CC=C1)C (toluene). Conditions: time 93 hour. Product: Cl.C(C)(C)(C)C1=CC=C(C=C1)C(CCCN1CCC(CC1)C(C1=CC=CC=C1)(C1=CC=C(C=C1)Cl)O)=O (4'-tert-butyl-4-[4-[α-hydroxy-α-(p-chlorophenyl)benzyl]-piperidino]butyrophenone hydrochloride). RXN SMILES: [C:1]1([C:7]([C:15]2[CH:20]=[CH:19][C:18]([Cl:21])=[CH:17][CH:16]=2)([CH:9]2[CH2:14][CH2:13][NH:12][CH2:11][CH2:10]2)[OH:8])[CH:6]=[CH:5][CH:4]=[CH:3][CH:2]=1.[C:22]([C:26]1[CH:31]=[CH:30][C:29]([C:32](=[O:37])[CH2:33][CH2:34][CH2:35]Cl)=[CH:28][CH:27]=1)([CH3:25])([CH3:24])[CH3:23].C(=O)(O)[O-].[K+].[I-].[K+]>O.C1(C)C=CC=CC=1>[ClH:21].[C:22]([C:26]1[CH:27]=[CH:28][C:29]([C:32](=[O:37])[CH2:33][CH2:34][CH2:35][N:12]2[CH2:13][CH2:14][CH:9]([C:7]([OH:8])([C:15]3[CH:16]=[CH:17][C:18]([Cl:21])=[CH:19][CH:20]=3)[C:1]3[CH:2]=[CH:3][CH:4]=[CH:5][CH:6]=3)[CH2:10][CH2:11]2)=[CH:30][CH:31]=1)([CH3:25])([CH3:24])[CH3:23] |f:2.3,4.5,8.9|. Procedure: A mixture of 11 g (0.035 mole) of α-phenyl-α-(p-chlorophenyl)-4-piperidinemethanol, 12.5 g (0.05 mole) of 4'-tert-butyl-4-chlorobutyrophenone, 10 g of potassium bicarbonate, 0.1 g of potassium iodide, 100 ml of toluene and 10 ml of water is refluxed with stirring for about 93 hours. Upon cooling to room temperature the mixture is filtered and the toluene layer is separated. The aqueous layer is extracted with toluene. The combined organic fractions are washed with water and saturated sodium chlo...